From a dataset of the Open Reaction Database (ORD), a public repository of structured organic reaction records. describe an organic reaction: reactants, conditions, products, and yield Starting materials: solution, [Cl-].S1C(=CC=C1)[Zn+] (2-thienylzinc chloride), C1OC2(CC3=CC[C@H]4[C@@H]5CCC([C@@]5(C)C[C@@H]([C@@H]4[C@H]3CC2)C2=CC=C(C=C2)OS(=O)(=O)C(F)(F)F)=O)OC1 (3,3-(ethylenedioxy)-11β-(4-trifluoromethylsulfonyloxyphenyl)-5-estren-17-one), S1C=CC=C1 (thiophene), C(CCC)[Li] (butyllithium), [Cl-].[NH4+] (ammonium chloride). Reagents/catalysts: C=1C=CC(=CC1)[P](C=2C=CC=CC2)(C=3C=CC=CC3)[Pd]([P](C=4C=CC=CC4)(C=5C=CC=CC5)C=6C=CC=CC6)([P](C=7C=CC=CC7)(C=8C=CC=CC8)C=9C=CC=CC9)[P](C=1C=CC=CC1)(C=1C=CC=CC1)C=1C=CC=CC1 (tetrakistriphenylphosphinepalladium), [Cl-].[Zn+2].[Cl-] (zinc(II) chloride). Run in O1CCCC1 (tetrahydrofuran), C(C)OCC (diethyl ether), O1CCCC1 (tetrahydrofuran), CCCCCC (hexane). Product: C1OC2(CC3=CC[C@H]4[C@@H]5CCC([C@@]5(C)C[C@@H]([C@@H]4[C@H]3CC2)C2=CC=C(C=C2)C=2SC=CC2)=O)OC1 (3,3-(Ethylenedioxy)-11β-[4-(2-thienyl)phenyl]-5-estren-17-one). Reaction SMILES: C([Li])CCC.[S:6]1[CH:10]=[CH:9][CH:8]=[CH:7]1.[Cl-].S1C=CC=C1[Zn+].[CH2:18]1[CH2:54][O:53][C:20]2([CH2:37][CH2:36][C@H:35]3[C:22](=[CH:23][CH2:24][C@@H:25]4[C@@H:34]3[C@@H:33]([C:38]3[CH:43]=[CH:42][C:41](OS(C(F)(F)F)(=O)=O)=[CH:40][CH:39]=3)[CH2:32][C@@:30]3([CH3:31])[C@H:26]4[CH2:27][CH2:28][C:29]3=[O:52])[CH2:21]2)[O:19]1.[Cl-].[NH4+]>CCCCCC.O1CCCC1.C(OCC)C.[Cl-].[Zn+2].[Cl-].C1C=CC([P]([Pd]([P](C2C=CC=CC=2)(C2C=CC=CC=2)C2C=CC=CC=2)([P](C2C=CC=CC=2)(C2C=CC=CC=2)C2C=CC=CC=2)[P](C2C=CC=CC=2)(C2C=CC=CC=2)C2C=CC=CC=2)(C2C=CC=CC=2)C2C=CC=CC=2)=CC=1>[CH2:54]1[CH2:18][O:19][C:20]2([CH2:37][CH2:36][C@H:35]3[C:22](=[CH:23][CH2:24][C@@H:25]4[C@@H:34]3[C@@H:33]([C:38]3[CH:43]=[CH:42][C:41]([C:7]5[S:6][CH:10]=[CH:9][CH:8]=5)=[CH:40][CH:39]=3)[CH2:32][C@@:30]3([CH3:31])[C@H:26]4[CH2:27][CH2:28][C:29]3=[O:52])[CH2:21]2)[O:53]1 |f:2.3,5.6,10.11.12,^1:79,81,100,119|. Procedure: 3.3 ml of a 1.6 molar solution of butyllithium in hexane is slowly instilled in a solution of 423 μl of thiophene in 8 ml of tetrahydrofuran at room temperature under protective gas. After 30 more minutes of stirring, 872 mg of dry zinc(II) chloride, dissolved in 5 ml of diethyl ether, is added to the reaction mixture and stirred for one hour at room temperature. The thus produced 2-thienylzinc chloride solution is instilled in a solution of 480 mg of 3,3-(ethylenedioxy)-11β-(4-trifluoromethylsu...